This data is from the Open Reaction Database (ORD), a public repository of structured organic reaction records. The task is: describe an organic reaction: reactants, conditions, products, and yield The reactants are O (Water), BrC1C=2C=CC=C(C2C(C2=CC=CC(=C12)Cl)=O)Cl (10-Bromo 1,5-dichloro-9(10H)-anthracenone), NC=1C(=CC=CC1)C (o-toluidine). Run in C1CCOC1 (THF), C1CCOC1 (THF). Conditions: time 24 hour. Yields the product C=1(C(=CC=CC1)NC1C=2C=CC=C(C2C(C2=CC=CC(=C12)Cl)=O)Cl)C (10-(o-Toluidino) 1,5-dichloro-9(10H)-anthracenone). RXN SMILES: Br[CH:2]1[C:15]2[C:10](=[CH:11][CH:12]=[CH:13][C:14]=2[Cl:16])[C:9](=[O:17])[C:8]2[C:7]([Cl:18])=[CH:6][CH:5]=[CH:4][C:3]1=2.[NH2:19][C:20]1[C:21]([CH3:26])=[CH:22][CH:23]=[CH:24][CH:25]=1.O>C1COCC1>[C:21]1([CH3:26])[C:20]([NH:19][CH:2]2[C:15]3[C:10](=[CH:11][CH:12]=[CH:13][C:14]=3[Cl:16])[C:9](=[O:17])[C:8]3[C:7]([Cl:18])=[CH:6][CH:5]=[CH:4][C:3]2=3)=[CH:25][CH:24]=[CH:23][CH:22]=1. Reported procedure: To a solution of compound (6) (2.0 mmol) in dry THF (20 ml) was added dropwise a solution of o-toluidine (10 ml) in dry THF (10 ml) under N2. The reaction mixture was stirred at room temperature for 24 hours. Water (250 ml) was added and then extracted with dichloromethane. The combined organic extracts were washed with water, dried (MgSO4), and concentrated. The resulting precipitate was collected by filtration, washed with water and further purified by crystallization (CH3CN). Reactants: O=Cc1ccc(Br)n1-c1ncccn1, CC(C)=O, [K+], O=[Mn](=O)(=O)[O-], [Na+], [OH-], O. Yields the product O=C(O)c1ccc(Br)n1-c1ncccn1. Reaction SMILES: [Br:7][c:8]1[cH:9][cH:10][c:11]([CH:19]=[O:20])[n:12]1-[c:13]1[n:14][cH:15][cH:16][cH:17][n:18]1.[CH3:21][C:22]([CH3:23])=[O:24].[K+:6].[Mn:1]([O-:2])(=[O:3])(=[O:4])=[O:5].[Na+:26].[OH-:25].[OH2:27]>>[Br:7][c:8]1[cH:9][cH:10][c:11]([C:19](=[O:20])[OH:24])[n:12]1-[c:13]1[n:14][cH:15][cH:16][cH:17][n:18]1. Isolated yield 66.3%. Reaction SMILES: C([O:4][C:5]1[CH:6]=[C:7]([CH:12]=[C:13]([C:15]#[N:16])[CH:14]=1)[C:8]([O:10][CH3:11])=[O:9])C=C.B(Cl)(Cl)Cl>[I-].C([N+](CCCC)(CCCC)CCCC)CCC.ClCCl>[C:15]([C:13]1[CH:12]=[C:7]([CH:6]=[C:5]([OH:4])[CH:14]=1)[C:8]([O:10][CH3:11])=[O:9])#[N:16] |f:2.3|. Reagents/catalysts: [I-].C(CCC)[N+](CCCC)(CCCC)CCCC (tetrabutylammonium iodide). The product is C(#N)C=1C=C(C(=O)OC)C=C(C1)O (methyl 3-cyano-5-hydroxybenzoate). Solvent: ClCCl (dichloromethane), ClCCl (dichloromethane). Reactants: B(Cl)(Cl)Cl (boron trichloride), C(C=C)OC=1C=C(C(=O)OC)C=C(C1)C#N (methyl 3-allyloxy-5-cyanobenzoate). Procedure: A mixture of methyl 3-allyloxy-5-cyanobenzoate (1.5 g, 6.9 mmol) and tetrabutylammonium iodide (2.8 g, 7.6 mmol) in dichloromethane (38 mL) at −78° C., under argon, was treated with a solution of 1M boron trichloride in dichloromethane (24 mL, 24 mmol). After 5 minutes at −78° C., the reaction mixture was stirred at ambient temperature for 1 hour. The reaction was then quenched with ice water and stirred for an additional 30 minutes. The organic layer was washed with saturated sodium bicarbonate... Conditions: time 5 minute. As a reaction SMILES: [CH2:1]([c:2]1[cH:3][cH:4][cH:5][cH:6][cH:7]1)[O:8][C:9]([CH:10]([NH:11][C:12]([CH:13]([NH:14][C:15]([O:16][C:17]([CH3:18])([CH3:19])[CH3:20])=[O:21])[CH2:22][c:23]1[cH:24][nH:25][c:26]2[cH:27][cH:28][cH:29][cH:30][c:31]12)=[O:32])[CH2:33][CH2:34][S:35][CH3:36])=[O:37].[ClH:38].[O:39]1[CH2:40][CH2:41][O:42][CH2:43][CH2:44]1>>[CH2:1]([c:2]1[cH:3][cH:4][cH:5][cH:6][cH:7]1)[O:8][C:9]([CH:10]([NH:11][C:12]([CH:13]([NH2:14])[CH2:22][c:23]1[cH:24][nH:25][c:26]2[cH:27][cH:28][cH:29][cH:30][c:31]12)=[O:32])[CH2:33][CH2:34][S:35][CH3:36])=[O:37].[ClH:38]. Starting materials: CSCCC(NC(=O)C(Cc1c[nH]c2ccccc12)NC(=O)OC(C)(C)C)C(=O)OCc1ccccc1, Cl, C1COCCO1. The product is CSCCC(NC(=O)C(N)Cc1c[nH]c2ccccc12)C(=O)OCc1ccccc1, Cl.